Dataset: the Open Reaction Database (ORD), a public repository of structured organic reaction records. Task: describe an organic reaction: reactants, conditions, products, and yield The reactants are CN(CCN1CCCC1)S(=O)(=O)c1ccc(Br)cc1, O=C([O-])[O-], COc1ccc(Cl)c(-c2cc(C)c3nc(N)nnc3c2)c1, [Cs+], [Cs+], C1COCCO1, O=C(C=Cc1ccccc1)C=Cc1ccccc1, O=C(C=Cc1ccccc1)C=Cc1ccccc1, O=C(C=Cc1ccccc1)C=Cc1ccccc1, [Pd], [Pd]. Yields the product COc1ccc(Cl)c(-c2cc(C)c3nc(Nc4ccc(S(=O)(=O)N(C)CCN5CCCC5)cc4)nnc3c2)c1. Reaction SMILES: [Br:22][c:23]1[cH:24][cH:25][c:26]([S:29](=[O:30])(=[O:31])[N:32]([CH2:33][CH2:34][N:35]2[CH2:36][CH2:37][CH2:38][CH2:39]2)[CH3:40])[cH:27][cH:28]1.[C:41](=[O:42])([O-:43])[O-:44].[Cl:1][c:2]1[c:3](-[c:10]2[cH:11][c:12]3[c:13]([n:14][c:15]([NH2:18])[n:16][n:17]3)[c:19]([CH3:21])[cH:20]2)[cH:4][c:5]([O:8][CH3:9])[cH:6][cH:7]1.[Cs+:45].[Cs+:46].[O:47]1[CH2:48][CH2:49][O:50][CH2:51][CH2:52]1.[O:55]=[C:56]([CH:57]=[CH:58][c:59]1[cH:60][cH:61][cH:62][cH:63][cH:64]1)[CH:65]=[CH:66][c:67]1[cH:68][cH:69][cH:70][cH:71][cH:72]1.[O:73]=[C:74]([CH:75]=[CH:76][c:77]1[cH:78][cH:79][cH:80][cH:81][cH:82]1)[CH:83]=[CH:84][c:85]1[cH:86][cH:87][cH:88][cH:89][cH:90]1.[O:91]=[C:92]([CH:93]=[CH:94][c:95]1[cH:96][cH:97][cH:98][cH:99][cH:100]1)[CH:101]=[CH:102][c:103]1[cH:104][cH:105][cH:106][cH:107][cH:108]1.[Pd:53].[Pd:54]>>[Cl:1][c:2]1[c:3](-[c:10]2[cH:11][c:12]3[c:13]([n:14][c:15]([NH:18][c:23]4[cH:24][cH:25][c:26]([S:29](=[O:30])(=[O:31])[N:32]([CH2:33][CH2:34][N:35]5[CH2:36][CH2:37][CH2:38][CH2:39]5)[CH3:40])[cH:27][cH:28]4)[n:16][n:17]3)[c:19]([CH3:21])[cH:20]2)[cH:4][c:5]([O:8][CH3:9])[cH:6][cH:7]1.